Dataset: the Open Reaction Database (ORD), a public repository of structured organic reaction records. Task: describe an organic reaction: reactants, conditions, products, and yield The reactants are O (Water), ClC1=C(C=CC=C1)N1N=CC=2C1=NC=NC2OC(CCC(=O)O)C(=O)NC2=NC=C(C=C2)C (4-{[1-(2-chlorophenyl)-1H-pyrazolo[3,4-d]pyrimidin-4-yl]oxy}-5-[(5-methylpyridin-2-yl)amino]-5-oxopentanoic acid), CN (methylamine), CN(C)C(=[N+](C)C)ON1C2=C(C=CC=C2)N=N1.[B-](F)(F)(F)F (TBTU). Run in C1CCOC1 (THF). Run at time 45 minute. The product is ClC1=C(C=CC=C1)N1N=CC=2C1=NC=NC2OC(C(=O)NC2=NC=C(C=C2)C)CCC(=O)NC (2-{[1-(2-chlorophenyl)-1H-pyrazolo[3,4-d]pyrimidin-4-yl]oxy}-N5-methyl-N1-(5-methylpyridin-2-yl)pentanediamide). Yield: 56.8%. RXN SMILES: [Cl:1][C:2]1[CH:7]=[CH:6][CH:5]=[CH:4][C:3]=1[N:8]1[C:12]2=[N:13][CH:14]=[N:15][C:16]([O:17][CH:18]([C:24]([NH:26][C:27]3[CH:32]=[CH:31][C:30]([CH3:33])=[CH:29][N:28]=3)=[O:25])[CH2:19][CH2:20][C:21](O)=[O:22])=[C:11]2[CH:10]=[N:9]1.CN.[CH3:36][N:37](C(ON1N=NC2C=CC=CC1=2)=[N+](C)C)C.[B-](F)(F)(F)F.O>C1COCC1>[Cl:1][C:2]1[CH:7]=[CH:6][CH:5]=[CH:4][C:3]=1[N:8]1[C:12]2=[N:13][CH:14]=[N:15][C:16]([O:17][CH:18]([CH2:19][CH2:20][C:21]([NH:37][CH3:36])=[O:22])[C:24]([NH:26][C:27]3[CH:32]=[CH:31][C:30]([CH3:33])=[CH:29][N:28]=3)=[O:25])=[C:11]2[CH:10]=[N:9]1 |f:2.3|. Procedure details: A solution of 4-{[1-(2-chlorophenyl)-1H-pyrazolo[3,4-d]pyrimidin-4-yl]oxy}-5-[(5-methylpyridin-2-yl)amino]-5-oxopentanoic acid (5.0 mg, 0.011 mmol), methylamine (0.021 ml (2M in THF), 0.043 mmol) and TBTU (7.0 mg, 0.021 mmol) in THF (1 mL) was stirred at ambient temperature for 5 hrs. Water (1 mL) was added and the reaction mixture was purified by preparative HPLC: Mobile phase A: 100% ACN, Mobile phase B: 5% ACN+95% 0.1M NH4OAc in water; Gradient: 0% A to 50% A over 45 min; Flow: 25 ml/min; UV:...